Task: describe an organic reaction: reactants, conditions, products, and yield. Dataset: the Open Reaction Database (ORD), a public repository of structured organic reaction records Reactants: NC1=C(C#N)C=C2C(=C1)OCO2 (2-amino-4,5-methylenedioxy-benzonitrile), CuBr, C(C1=CC=CC=C1)[Mg]Cl (benzylmagnesium chloride), O (H2O), OS(=O)(=O)O (H2SO4). Run in C1CCOC1 (THF), CCOCC (ether). Conditions: temperature 25 celsius, time 14 hour. The product is NC1=C(C=C2C(=C1)OCO2)C(=O)CC2=CC=CC=C2 (2-Amino-4,5-methylenedioxy-phenylbenzylmethanone). The yield is 52.0%. As a reaction SMILES: [NH2:1][C:2]1[CH:9]=[C:8]2[O:10][CH2:11][O:12][C:7]2=[CH:6][C:3]=1[C:4]#N.[CH2:13]([Mg]Cl)[C:14]1[CH:19]=[CH:18][CH:17]=[CH:16][CH:15]=1.O.[OH:23]S(O)(=O)=O>C1COCC1.CCOCC>[NH2:1][C:2]1[CH:9]=[C:8]2[O:10][CH2:11][O:12][C:7]2=[CH:6][C:3]=1[C:4]([CH2:13][C:14]1[CH:19]=[CH:18][CH:17]=[CH:16][CH:15]=1)=[O:23]. Procedure details: To a stirred solution of 1.5 g (10.0 mmol) of 2-amino-4,5-methylenedioxy-benzonitrile in THF (40 mL) was added CuBr (50 mg, 0.34 mmol) and benzylmagnesium chloride (40 mL, 1.0 M solution in Et2O). The reaction mixture was refluxed for 12 h. After cooling to 25° C., H2O (5 mL) was added followed by 15% H2SO4 (15 mL). After stirring for 14 h, ether (50 mL) was added. Organic layer was separated. Aqueous layer was extracted with ether (2×50 mL). The combined organic layer was dried and evaporated. ... Reactants: C(C)(C)N(CC)C(C)C (diisopropylethylamine), F[B-](F)(F)F.N1(N=NC2=C1C=CC=C2)OC(=[N+](C)C)N(C)C (O-benzotriazol-1-yl-N,N,N′,N′-tetramethyluronium tetrafluoroborate), C(C)(C)(C)OC(=O)N1CCC2=C(CC1)C(=C(C=C2)Cl)SCCCC(=O)O (3-tert-butoxycarbonyl-7-chloro-6-(3-carboxy-propylthio)-2,3,4,5-tetrahydro-1H-benzo[d]azepine), CN (methylamine). Solvent: CN(C)C=O (DMF), O (water), CN(C)C=O (DMF). Reaction conditions: time 15 minute. The product is C(C)(C)(C)OC(=O)N1CCC2=C(CC1)C(=C(C=C2)Cl)SCCCC(NC)=O (3-tert-Butoxycarbonyl-7-chloro-6-(3-methylcarbamoyl-propylthio)-2,3,4,5-tetrahydro-1H-benzo[d]azepine). Yield: 49.1%. As a reaction SMILES: F[B-](F)(F)F.[N:6]1(OC(N(C)C)=[N+](C)C)[C:10]2C=CC=CC=2N=N1.[C:23]([O:27][C:28]([N:30]1[CH2:36][CH2:35][C:34]2[C:37]([S:42][CH2:43][CH2:44][CH2:45][C:46]([OH:48])=O)=[C:38]([Cl:41])[CH:39]=[CH:40][C:33]=2[CH2:32][CH2:31]1)=[O:29])([CH3:26])([CH3:25])[CH3:24].CN.C(N(C(C)C)CC)(C)C>CN(C=O)C.O>[C:23]([O:27][C:28]([N:30]1[CH2:36][CH2:35][C:34]2[C:37]([S:42][CH2:43][CH2:44][CH2:45][C:46](=[O:48])[NH:6][CH3:10])=[C:38]([Cl:41])[CH:39]=[CH:40][C:33]=2[CH2:32][CH2:31]1)=[O:29])([CH3:26])([CH3:25])[CH3:24] |f:0.1|. Reported procedure: Add O-benzotriazol-1-yl-N,N,N′,N′-tetramethyluronium tetrafluoroborate (123 mg, 0383 mmol) portion wise to a solution of 3-tert-butoxycarbonyl-7-chloro-6-(3-carboxy-propylthio)-2,3,4,5-tetrahydro-1H-benzo[d]azepine (146 mg, 0365 mmol) and methylamine (182 μL, 0.365 mmol) in anhydrous DMF (5 mL) under nitrogen at 0° C. Stir for 15 min then add diisopropylethylamine (127 μL, 0.73 mmol) in anhydrous DMF (1 mL) and continue to stir at, 0° C. for 1 h. Warm to room temperature and continue to stir ove...